Task: describe an organic reaction: reactants, conditions, products, and yield. Dataset: the Open Reaction Database (ORD), a public repository of structured organic reaction records Starting materials: C(C=C)NC=1C2=C(N=C(N1)Cl)C(=CS2)CC (4-allylamino-2-chloro-7-ethylthieno[3,2-d]pyrimidine), C(C=C)N (allylamine), C(O)([O-])=O.[Na+] (sodium hydrogen carbonate). Yields the product C(C=C)NC=1N=C(C2=C(N1)C(=CS2)CC)NCC=C (2,4-Diallylamino-7-ethylthieno[3,2-d]pyrimidine). The yield is 86.3%. Reaction SMILES: [CH2:1]([NH:4][C:5]1[C:6]2[S:14][CH:13]=[C:12]([CH2:15][CH3:16])[C:7]=2[N:8]=[C:9](Cl)[N:10]=1)[CH:2]=[CH2:3].[CH2:17]([NH2:20])[CH:18]=[CH2:19].C(=O)([O-])O.[Na+]>>[CH2:17]([NH:20][C:9]1[N:10]=[C:5]([NH:4][CH2:1][CH:2]=[CH2:3])[C:6]2[S:14][CH:13]=[C:12]([CH2:15][CH3:16])[C:7]=2[N:8]=1)[CH:18]=[CH2:19] |f:2.3|. Procedure: 304 mg (1.2 mmol) of 4-allylamino-2-chloro-7-ethylthieno[3,2-d]pyrimidine and 1.10 g (19.2 mmol) of allylamine were heated in a sealed tube at 140° C. for 16 hours. After completion of the reaction, the reaction mixture was allowed to resume room temperature, followed by adding a saturated aqueous sodium hydrogen carbonate solution thereto and extraction with ethyl acetate (50 ml×2). After the organic layer was washed with brine and dried over anhydrous sodium sulfate, the solvent was distilled ...